This data is from the Open Reaction Database (ORD), a public repository of structured organic reaction records. The task is: describe an organic reaction: reactants, conditions, products, and yield The reactants are COC(=O)C=1N=C(C2=CC(=CC=C2C1O)OC1=CC=CC=C1)C (4-hydroxy-1-methyl-7-phenoxy-isoquinoline-3-carboxylic acid methyl ester), NCCC(=O)O (beta-alanine), C[O-].[Na+].CO (NaOMe MeOH). Product: OC1=C(N=C(C2=CC(=CC=C12)OC1=CC=CC=C1)C)C(=O)NCCC(=O)O (3-[(4-Hydroxy-1-methyl-7 phenoxy-isoquinoline-3-carbonyl)-amino]-propionic acid). The yield is 82.1%. Reaction SMILES: CO[C:3]([C:5]1[N:6]=[C:7]([CH3:23])[C:8]2[C:13]([C:14]=1[OH:15])=[CH:12][CH:11]=[C:10]([O:16][C:17]1[CH:22]=[CH:21][CH:20]=[CH:19][CH:18]=1)[CH:9]=2)=[O:4].[NH2:24][CH2:25][CH2:26][C:27]([OH:29])=[O:28].C[O-].[Na+].CO>>[OH:15][C:14]1[C:13]2[C:8](=[CH:9][C:10]([O:16][C:17]3[CH:18]=[CH:19][CH:20]=[CH:21][CH:22]=3)=[CH:11][CH:12]=2)[C:7]([CH3:23])=[N:6][C:5]=1[C:3]([NH:24][CH2:25][CH2:26][C:27]([OH:29])=[O:28])=[O:4] |f:2.3.4|. Procedure: A mixture of 4-hydroxy-1-methyl-7-phenoxy-isoquinoline-3-carboxylic acid methyl ester (120 mg, 0.39 mmol) and beta-alanine (242 mg, 2.72 mmol) in 0.5 M NaOMe/MeOH solution (4.5 mL, 2.25 mmol) was microwaved at 120° C. for 30 min. Reaction mixture was concentrated and dissolved in water (100 mL). It was acidified by 1 N HCl to pH=3-4. Gummy precipitate was collected by filtration and dissolved in EtOAc. It was dried over MgSO4, filtered and concentrated to provide the title compound 116 mg (0.32 ... Starting materials: C1=CC2=C(C=C1)C(=O)C(=C(C2=O)[C@H]3CC[C@@H](CC3)C4=CC=C(C=C4)Cl)O (atovaquone), C1(OCC(C2=C1C=CC=C2)=O)=O (1H-2-benzopyran-1,4(3H)-dione), ClC1=CC=C(C=C1)C1CCC(CC1)C=O (4-(4-chlorophenyl)cyclohexanecarbaldehyde). Yields the product ClC1=CC=C(C=C1)C1CCC(CC1)\C=C\1/OC(C2=C(C1=O)C=CC=C2)=O ((3Z)-3-{[4-(4-chlorophenyl)cyclohexyl]methylidene}-1H-2-benzopyran-1,4(3H)-dione). RXN SMILES: [CH:1]1[CH:6]=[CH:5][C:4]2[C:7]([C:9]([OH:26])=[C:10]([C@@H:13]3[CH2:18][CH2:17][C@@H:16]([C:19]4[CH:24]=[CH:23][C:22]([Cl:25])=[CH:21][CH:20]=4)[CH2:15][CH2:14]3)[C:11](=[O:12])[C:3]=2[CH:2]=1)=[O:8].C1(=O)C2C=CC=CC=2C(=O)CO1.ClC1C=CC(C2CCC(C=O)CC2)=CC=1>>[Cl:25][C:22]1[CH:23]=[CH:24][C:19]([CH:16]2[CH2:15][CH2:14][CH:13](/[CH:10]=[C:9]3\[O:26][C:11](=[O:12])[C:3]4[CH:2]=[CH:1][CH:6]=[CH:5][C:4]=4[C:7]\3=[O:8])[CH2:18][CH2:17]2)=[CH:20][CH:21]=1. Procedure: The present invention provides a new process for the preparation of atovaquone, which process comprises reacting 1H-2-benzopyran-1,4(3H)-dione (compound of formula (III)) with 4-(4-chlorophenyl)cyclohexanecarbaldehyde (compound of formula (IV)) to produce the novel intermediate (3Z)-3-{[4-(4-chlorophenyl)cyclohexyl]methylidene}-1H-2-benzopyran-1,4(3H)-dione (compound of formula (II)) which then undergoes internal rearrangement to produce atovaquone (compound of formula (I)).